Task: describe an organic reaction: reactants, conditions, products, and yield. Dataset: the Open Reaction Database (ORD), a public repository of structured organic reaction records The reactants are OCCCO, COCC1CCCN1S(=O)(=O)c1ccc2c(c1)C(=O)C(=O)N2, c1ccccc1. The product is COCC1CCCN1S(=O)(=O)c1ccc2c(c1)C1(OCCCO1)C(=O)N2. Reaction SMILES: [CH2:23]([CH2:24][CH2:25][OH:26])[OH:27].[CH3:1][O:2][CH2:3][CH:4]1[N:5]([S:9](=[O:10])(=[O:11])[c:12]2[cH:13][c:14]3[c:18]([cH:19][cH:20]2)[NH:17][C:16](=[O:21])[C:15]3=[O:22])[CH2:6][CH2:7][CH2:8]1.[cH:28]1[cH:29][cH:30][cH:31][cH:32][cH:33]1>>[CH3:1][O:2][CH2:3][CH:4]1[N:5]([S:9](=[O:10])(=[O:11])[c:12]2[cH:13][c:14]3[c:18]([cH:19][cH:20]2)[NH:17][C:16](=[O:21])[C:15]32[O:22][CH2:23][CH2:24][CH2:25][O:26]2)[CH2:6][CH2:7][CH2:8]1. Yields the product COC1=CC=C(C=C1)C=1N=C(NC1C1=CC=C(C=C1)OC)SCCCCCN(CCC1=C(C=C(C=C1)F)F)CCCCCCC (N-[5-[4,5-bis(4-methoxyphenyl)-1H-imidazol-2-ylthio]pentyl]-2,4-difluoro-N-heptylbenzeneethaneamine). Procedure: To a solution of lithium aluminium hydride (1N in tetrahydrofuran, 2 mL) in dry tetrahydrofuran (30 mL), a solution of N-[5-[4,5-bis(4-methoxyphenyl)-1H-imidazol-2-ylthio]pentyl]-2,4-difluoro-N-heptylbenzeneacetamide (0.70 g, 0.00107 mol) in dry tetrahydrofuran (15 mL) was added slowly. The reaction mixture was heated to reflux for 5 hours and was then allowed to cool to ambient temperature. The reaction mixture was poured into a mixture of 10% aqueous sodium sulfate (150 mL) and ice (150 mL). T... Reaction SMILES: [H-].[Al+3].[Li+].[H-].[H-].[H-].[CH3:7][O:8][C:9]1[CH:14]=[CH:13][C:12]([C:15]2[N:16]=[C:17]([S:28][CH2:29][CH2:30][CH2:31][CH2:32][CH2:33][N:34]([CH2:46][CH2:47][CH2:48][CH2:49][CH2:50][CH2:51][CH3:52])[C:35](=O)[CH2:36][C:37]3[CH:42]=[CH:41][C:40]([F:43])=[CH:39][C:38]=3[F:44])[NH:18][C:19]=2[C:20]2[CH:25]=[CH:24][C:23]([O:26][CH3:27])=[CH:22][CH:21]=2)=[CH:11][CH:10]=1.S([O-])([O-])(=O)=O.[Na+].[Na+]>O1CCCC1>[CH3:7][O:8][C:9]1[CH:10]=[CH:11][C:12]([C:15]2[N:16]=[C:17]([S:28][CH2:29][CH2:30][CH2:31][CH2:32][CH2:33][N:34]([CH2:46][CH2:47][CH2:48][CH2:49][CH2:50][CH2:51][CH3:52])[CH2:35][CH2:36][C:37]3[CH:42]=[CH:41][C:40]([F:43])=[CH:39][C:38]=3[F:44])[NH:18][C:19]=2[C:20]2[CH:25]=[CH:24][C:23]([O:26][CH3:27])=[CH:22][CH:21]=2)=[CH:13][CH:14]=1 |f:0.1.2.3.4.5,7.8.9|. Run in O1CCCC1 (tetrahydrofuran), O1CCCC1 (tetrahydrofuran). Isolated yield 67.6%. The reactants are [H-].[Al+3].[Li+].[H-].[H-].[H-] (lithium aluminium hydride), COC1=CC=C(C=C1)C=1N=C(NC1C1=CC=C(C=C1)OC)SCCCCCN(C(CC1=C(C=C(C=C1)F)F)=O)CCCCCCC (N-[5-[4,5-bis(4-methoxyphenyl)-1H-imidazol-2-ylthio]pentyl]-2,4-difluoro-N-heptylbenzeneacetamide), S(=O)(=O)([O-])[O-].[Na+].[Na+] (sodium sulfate), ice. The reactants are C1(=CC=CC=C1)C(CC(=O)O)C1=CC=CC=C1 (3,3-diphenylpropionic acid). The reagents and catalysts are [Pt]=O (platinum oxide). Solvent: C(C)(=O)O (acetic acid). Reaction conditions: time 24 hour. The product is C1(CCCCC1)C(CC(=O)O)C1CCCCC1 (3,3-Dicyclohexylpropionic acid). Reaction SMILES: [C:1]1([CH:7]([C:12]2[CH:17]=[CH:16][CH:15]=[CH:14][CH:13]=2)[CH2:8][C:9]([OH:11])=[O:10])[CH:6]=[CH:5][CH:4]=[CH:3][CH:2]=1>C(O)(=O)C.[Pt]=O>[CH:1]1([CH:7]([CH:12]2[CH2:17][CH2:16][CH2:15][CH2:14][CH2:13]2)[CH2:8][C:9]([OH:11])=[O:10])[CH2:2][CH2:3][CH2:4][CH2:5][CH2:6]1. Reported procedure: A solution of 15 g (0.066 mol) of 3,3-diphenylpropionic acid in 200 ml of acetic acid was treated with 2.25 g of platinum oxide and shaken on the Parr hydrogenator for 24 hours at a starting pressure of 60 lbs. Whenever the pressure dropped to approximately 45 lbs., the system was repressurized to 60 lbs. After heating on the steam bath to redissolve solid which had separated, the solution was decanted from the catalyst which had settled, filtered under argon, and the catalyst washed with additi...